Dataset: the Open Reaction Database (ORD), a public repository of structured organic reaction records. Task: describe an organic reaction: reactants, conditions, products, and yield The reactants are S(O)(O)(=O)=O (sulphuric acid), OC1=C(C(=O)O)C=CC=C1O (2,3-dihydroxybenzoic acid), CO (Methanol). Product: COC(=O)C=1C=C(C=C(C1O)O)S(=O)(=O)O (3-methoxycarbonyl-4,5-dihydroxybenzene sulphonic acid). As a reaction SMILES: [S:1](=[O:5])(=O)([OH:3])[OH:2].[OH:6][C:7]1[C:15]([OH:16])=[CH:14][CH:13]=[CH:12][C:8]=1[C:9]([OH:11])=[O:10].[CH3:17]O>>[CH3:17][O:10][C:9]([C:8]1[CH:12]=[C:13]([S:1]([OH:3])(=[O:5])=[O:2])[CH:14]=[C:15]([OH:16])[C:7]=1[OH:6])=[O:11]. Procedure: Concentrated sulphuric acid (4 ml) and 2,3-dihydroxybenzoic acid (1 g) were heated at 60° C. for 1 hour. Methanol (15 ml) was added and the solution stirred under reflux for a further 3 hours. The solvent was evaporated and the residue purified on Diaion HP 20 SS resin (aqueous methanol with 1% acetic acid) to give 3-methoxycarbonyl-4,5-dihydroxybenzene sulphonic acid (1.8 g); δ(DMSO-d6); 3.88(s,3H); 7.32(d,1H); 7.57(d,1H). This was treated as in F (above) (chromatography on silica with methanol... Starting materials: C(=O)(O)[O-].[Na+] (NaHCO3), ClC=1C=C(C(N(N1)COCC[Si](C)(C)C)=O)C1=NC2=C(N1COCC[Si](C)(C)C)C=C(C=C2)C=O (6-Chloro-4-(6-formyl-1-(2-trimethylsilanylethoxymethyl)-1H-benzimidazol-2-yl]-2-(2-trimethylsilanylethoxymethyl)-2H-pyridazin-3-one), C(=O)=O (CO2), C(C)(=O)O[BH-](OC(C)=O)OC(C)=O.[Na+] (sodium triacetoxyborohydride), CN1CCNCC1 (4-Methylpiperazine). Solvent: ClCCl (dichloromethane), ClCCl (dichloro-methane), C(C)(=O)O (acetic acid). Reaction conditions: time 15 minute. The product is ClC=1C=C(C(N(N1)COCC[Si](C)(C)C)=O)C1=NC2=C(N1COCC[Si](C)(C)C)C=C(C=C2)CN2CCN(CC2)C (6-Chloro-4-(6-(4-methylpiperazin-1-ylmethyl)-1-(2-trimethylsilanyl-ethoxymethyl)-1H-benzimidazol-2-yl]-2-(2-trimethylsilanylethoxymethyl)-2H-pyridazin-3-one). As a reaction SMILES: [Cl:1][C:2]1[CH:3]=[C:4]([C:17]2[N:21]([CH2:22][O:23][CH2:24][CH2:25][Si:26]([CH3:29])([CH3:28])[CH3:27])[C:20]3[CH:30]=[C:31](C=O)[CH:32]=[CH:33][C:19]=3[N:18]=2)[C:5](=[O:16])[N:6]([CH2:8][O:9][CH2:10][CH2:11][Si:12]([CH3:15])([CH3:14])[CH3:13])[N:7]=1.[CH3:36][N:37]1[CH2:42][CH2:41][NH:40][CH2:39][CH2:38]1.[C:43](O[BH-](OC(=O)C)OC(=O)C)(=O)C.[Na+].C([O-])(O)=O.[Na+].C(=O)=O>ClCCl.C(O)(=O)C>[Cl:1][C:2]1[CH:3]=[C:4]([C:17]2[N:21]([CH2:22][O:23][CH2:24][CH2:25][Si:26]([CH3:28])([CH3:27])[CH3:29])[C:20]3[CH:30]=[C:31]([CH2:36][N:37]4[CH2:42][CH2:41][N:40]([CH3:43])[CH2:39][CH2:38]4)[CH:32]=[CH:33][C:19]=3[N:18]=2)[C:5](=[O:16])[N:6]([CH2:8][O:9][CH2:10][CH2:11][Si:12]([CH3:14])([CH3:15])[CH3:13])[N:7]=1 |f:2.3,4.5|. Procedure details: 6-Chloro-4-(6-formyl-1-(2-trimethylsilanylethoxymethyl)-1H-benzimidazol-2-yl]-2-(2-trimethylsilanylethoxymethyl)-2H-pyridazin-3-one is dissolved in dichloro-methane. 4-Methylpiperazine and acetic acid are added. After 15 minutes, sodium triacetoxyborohydride is added in several portions over the course of 3 hours. After conversion is complete, saturated aqueous NaHCO3 solution is added and the reaction solution is stirred until no further CO2 evolution is observed. It is diluted with dichloromet...